This data is from the Open Reaction Database (ORD), a public repository of structured organic reaction records. The task is: describe an organic reaction: reactants, conditions, products, and yield Starting materials: ClC1=C(CP(OCC)(OCC)=O)C=CC(=C1)Cl (diethyl 2,4-dichlorobenzylphosphonate), CC(C(C)(C)C)=O (pinacolone), potassium t-butylate. Solvent: C1(=CC=CC=C1)C (toluene). The product is ClC1=C(C=CC(=C1)Cl)C=C(C(C)(C)C)C (1-(2,4-dichlorophenyl)-2,3,3-trimethylbut-1-ene). The yield is 61.7%. Reaction SMILES: [Cl:1][C:2]1[CH:16]=[C:15]([Cl:17])[CH:14]=[CH:13][C:3]=1[CH2:4]P(=O)(OCC)OCC.[CH3:18][C:19](=O)[C:20]([CH3:23])([CH3:22])[CH3:21]>C1(C)C=CC=CC=1>[Cl:1][C:2]1[CH:16]=[C:15]([Cl:17])[CH:14]=[CH:13][C:3]=1[CH:4]=[C:19]([CH3:18])[C:20]([CH3:23])([CH3:22])[CH3:21]. Procedure details: 29.7 g (0.1 mol) of diethyl 2,4-dichlorobenzylphosphonate, 10 g (0.1 mol) of pinacolone, 12 g (0.1 mol) of potassium t-butylate and 300 ml of absolute toluene are heated at the boiling point in a nitrogen atmosphere for 20 hours. The solution is cooled, washed with 2 80 ml portions of water, dried over sodium sulphate and freed from the solvent in vacuo. After the residue has been distilled, 15 g (69.7% of theory) of 1-(2,4-dichlorophenyl)-2,3,3-trimethylbut-1-ene of boiling point 85° C. under 0... The reactants are C(C)N1C2=C(CCCC1=O)C=CC(=C2)[N+](=O)[O-] (1-ethyl-8-nitro-1,3,4,5-tetrahydro-benzo[b]azepin-2-one), hyrdrazine-monohydrate. The reagents and catalysts are [Pd] (Pd/C). Solvent: CCO (EtOH). Yields the product NC=1C=CC2=C(N(C(CCC2)=O)CC)C1 (8-amino-1-ethyl-1,3,4,5-tetrahydro-benzo[b]azepin-2-one). Yield: 101.0%. Reaction SMILES: [CH2:1]([N:3]1[C:9](=[O:10])[CH2:8][CH2:7][CH2:6][C:5]2[CH:11]=[CH:12][C:13]([N+:15]([O-])=O)=[CH:14][C:4]1=2)[CH3:2]>CCO.[Pd]>[NH2:15][C:13]1[CH:12]=[CH:11][C:5]2[CH2:6][CH2:7][CH2:8][C:9](=[O:10])[N:3]([CH2:1][CH3:2])[C:4]=2[CH:14]=1. Reported procedure: To a solution of 1-ethyl-8-nitro-1,3,4,5-tetrahydro-benzo[b]azepin-2-one (920 mg, 3.9 mmol, WO2002100327A2) in EtOH (13 mL) was sequentially added 10% Pd/C (155 mg) and hyrdrazine-monohydrate (3 mL). The solution was warmed to reflux for 2.5 h, cooled, filtered through celite, and repeatedly evaporated from toluene to remove residual hydrazine to afford 8-amino-1-ethyl-1,3,4,5-tetrahydro-benzo[b]azepin-2-one (805 mg, 100%) that had the following properties: LC/MS (ESI+): 205 (M+H); 1H-NMR (CDCl3... Reactants: C1(CC1)NC([C@H]([C@H](CC)N(CC1=CC=CC=C1)CC1=CC=CC=C1)O)=O ((2S,3S)—N-Cyclopropyl-3-(dibenzylamino)-2-hydroxypentanamide). Reagents/catalysts: [OH-].[OH-].[Pd+2] (Pd(OH)2). Solvent: CO (methanol). Yields the product N[C@H]([C@@H](C(=O)NC1CC1)O)CC ((2S,3S)-3-amino-N-cyclopropyl-2-hydroxypentanamide). RXN SMILES: [CH:1]1([NH:4][C:5](=[O:26])[C@@H:6]([OH:25])[C@@H:7]([N:10](CC2C=CC=CC=2)CC2C=CC=CC=2)[CH2:8][CH3:9])[CH2:3][CH2:2]1>CO.[OH-].[OH-].[Pd+2]>[NH2:10][C@@H:7]([CH2:8][CH3:9])[C@H:6]([OH:25])[C:5]([NH:4][CH:1]1[CH2:2][CH2:3]1)=[O:26] |f:2.3.4|. Procedure: (2S,3S)—N-Cyclopropyl-3-(dibenzylamino)-2-hydroxypentanamide (4.42 g, 12.5 mmol, Eq: 1.00) was hydrogenated with Pd(OH)2 (20% on carbon, 890 mg, 1.27 mmol, Eq: 0.101) in methanol (50 ml) under a hydrogen pressure of 3.5 bar for 4 h. The catalyst was removed by filtration, and residual solvent was removed under vacuum. The title compound was obtained as a light yellow solid (2.09 g, 96.8%, MS (m/e)=173.2 [M+H+]). Starting materials: BrCCCBr, CCOC(C)=O, Cn1ccn2c(=O)[nH]c(=O)nc12, CN(C)C=O, [H-], [Na+], O. Yields the product Cn1ccn2c(=O)n(CCCBr)c(=O)nc12. As a reaction SMILES: [Br:22][CH2:23][CH2:24][CH2:25][Br:26].[CH3:16][CH2:17][O:18][C:19](=[O:20])[CH3:21].[CH3:1][n:2]1[cH:3][cH:4][n:5]2[c:6]1[n:7][c:8](=[O:12])[nH:9][c:10]2=[O:11].[CH3:27][N:28]([CH3:29])[CH:30]=[O:31].[H-:13].[Na+:14].[OH2:15]>>[CH3:1][n:2]1[cH:3][cH:4][n:5]2[c:6]1[n:7][c:8](=[O:12])[n:9]([CH2:25][CH2:24][CH2:23][Br:22])[c:10]2=[O:11]. The reactants are OC=1C=C(C=O)C=C(C1O)[N+](=O)[O-] (3,4-dihydroxy-5-nitrobenzaldehyde), C(C)N(C(CC#N)=O)CC (N,N-diethylcyanoacetamide). Product: C(C)N(C(C(=CC1=CC(=C(C(=C1)[N+](=O)[O-])O)O)C#N)=O)CC (N,N-Diethyl-2-cyano-3-(3,4-dihydroxy-5-nitrophenyl)acrylamide). Reaction SMILES: [OH:1][C:2]1[CH:3]=[C:4]([CH:7]=[C:8]([N+:11]([O-:13])=[O:12])[C:9]=1[OH:10])[CH:5]=O.[CH2:14]([N:16]([CH2:22][CH3:23])[C:17](=[O:21])[CH2:18][C:19]#[N:20])[CH3:15]>>[CH2:14]([N:16]([CH2:22][CH3:23])[C:17](=[O:21])[C:18]([C:19]#[N:20])=[CH:5][C:4]1[CH:7]=[C:8]([N+:11]([O-:13])=[O:12])[C:9]([OH:10])=[C:2]([OH:1])[CH:3]=1)[CH3:15]. Reported procedure: The procedure described in Example 99 was repeated using 1.83 g of 3,4-dihydroxy-5-nitrobenzaldehyde and 1.5 g of N,N-diethylcyanoacetamide. Yield 2.23 g (73%), m.p. 153-156° C. Reactants: [N+](=O)([O-])C1=CC(=CC=C1)[N+](=O)[O-] (1,3-dinitrobenzene), BrN1C(=O)N(C(=O)C1(C)C)Br (1,3-dibromo-5,5-dimethylhydantoin). Run in S(O)(O)(=O)=O (sulfuric acid). The product is BrC1=CC(=CC(=C1)[N+](=O)[O-])[N+](=O)[O-] (1-Bromo-3,5-dinitrobenzene). Isolated yield 87.0%. RXN SMILES: [N+:1]([C:4]1[CH:9]=[CH:8][CH:7]=[C:6]([N+:10]([O-:12])=[O:11])[CH:5]=1)([O-:3])=[O:2].[Br:13]N1C(C)(C)C(=O)N(Br)C1=O>S(=O)(=O)(O)O>[Br:13][C:8]1[CH:9]=[C:4]([N+:1]([O-:3])=[O:2])[CH:5]=[C:6]([N+:10]([O-:12])=[O:11])[CH:7]=1. Reported procedure: To a solution of 1,3-dinitrobenzene (25 g, 0.149 mol) in concentrated sulfuric acid (100 ml) at 0° C. was added 1,3-dibromo-5,5-dimethylhydantoin (31.75 g, 0.111 mol, 0.75 eq) portionwise over a period of 30 min. The mixture was stirred for 12 at RT and quenched by the addition of crushed ice. The precipitate formed was filtered and was washed repeatedly with water to obtain white solid. The solid was dried under vacuum to give the product in 87% yield (32 g).